Dataset: the Open Reaction Database (ORD), a public repository of structured organic reaction records. Task: describe an organic reaction: reactants, conditions, products, and yield Reactants: [OH-].[Na+] (sodium hydroxide), ClC=1C=C2C=CN(C2=CC1)C1=C(C#N)C=C(C=C1)C(F)(F)F (2-(5-chloro-1H-indol-1-yl)-5-(trifluoromethyl)benzonitrile), C(CO)O (ethylene glycol), Cl (hydrochloric acid). Conditions: temperature 180 celsius, time 16 hour. Yields the product ClC=1C=C2C=CN(C2=CC1)C1=C(C(=O)O)C=C(C=C1)C(F)(F)F (2-(5-chloro-1H-indol-1-yl)-5-(trifluoromethyl)benzoic acid). RXN SMILES: [Cl:1][C:2]1[CH:3]=[C:4]2[C:8](=[CH:9][CH:10]=1)[N:7]([C:11]1C=[CH:17][C:16]([C:19]([F:22])([F:21])[F:20])=[CH:15][C:12]=1C#N)[CH:6]=[CH:5]2.[OH-:23].[Na+].Cl.[CH2:26]([OH:29])[CH2:27]O>>[Cl:1][C:2]1[CH:3]=[C:4]2[C:8](=[CH:9][CH:10]=1)[N:7]([C:11]1[CH:12]=[CH:15][C:16]([C:19]([F:22])([F:21])[F:20])=[CH:17][C:27]=1[C:26]([OH:29])=[O:23])[CH:6]=[CH:5]2 |f:1.2|. Procedure details: To a mixture of 2-(5-chloro-1H-indol-1-yl)-5-(trifluoromethyl)benzonitrile (1.66 g) and ethylene glycol (18 mL) was added a 1 M aqueous sodium hydroxide solution (26 mL) at room temperature, followed by stirring at 180° C. for 16 hours. The reaction mixture was cooled to room temperature and neutralized by adding 1 M hydrochloric acid (26 mL), followed by extraction with ethyl acetate. The organic layer was washed with saturated brine and dried over anhydrous sodium sulfate. After filtration, th...